Task: describe an organic reaction: reactants, conditions, products, and yield. Dataset: the Open Reaction Database (ORD), a public repository of structured organic reaction records The reactants are example 5 ( 20 ), NCC(C(=O)OCC)C1(OCCO1)C (ethyl 3-amino-2-(2-methyl-[1,3]dioxolan-2-yl)propionate), BrC=1C=C2C(C(=O)OC2=O)=CC1 (4-bromophthalic anhydride). The product is BrC=1C=C2C(N(C(C2=CC1)=O)CC(C(=O)OCC)C1(OCCO1)C)=O (Ethyl 3-(5-bromo-1,3-dioxo-1,3-dihydro-isoindol-2-yl)-2-(2-methyl-[1,3]dioxolan-2-yl)propionate). As a reaction SMILES: [NH2:1][CH2:2][CH:3]([C:9]1([CH3:14])[O:13][CH2:12][CH2:11][O:10]1)[C:4]([O:6][CH2:7][CH3:8])=[O:5].[Br:15][C:16]1[CH:17]=[C:18]2[C:23](=O)[O:22][C:20](=[O:21])[C:19]2=[CH:25][CH:26]=1>>[Br:15][C:16]1[CH:17]=[C:18]2[C:19](=[CH:25][CH:26]=1)[C:20](=[O:21])[N:1]([CH2:2][CH:3]([C:9]1([CH3:14])[O:10][CH2:11][CH2:12][O:13]1)[C:4]([O:6][CH2:7][CH3:8])=[O:5])[C:23]2=[O:22]. Procedure: Ethyl 3-(5-bromo-1,3-dioxo-1,3-dihydro-isoindol-2-yl)-2-(2-methyl-[1,3]dioxolan-2-yl)propionate was prepared (0.42 g, 52%) in the same manner as described in the above example 5 (20) from ethyl 3-amino-2-(2-methyl-[1,3]dioxolan-2-yl)propionate (0.40 g, 1.97 mmol) and 4-bromophthalic anhydride (0.58 g, 2.56 mmol), and the obtained product was identified with the following NMR data. The reactants are Cl, NO, c1ccncc1, O=C(Cc1ccccc1)c1cccnc1. Yields the product ON=C(Cc1ccccc1)c1cccnc1. RXN SMILES: [ClH:16].[NH2:17][OH:18].[cH:19]1[cH:20][cH:21][n:22][cH:23][cH:24]1.[n:1]1[cH:2][c:3]([C:7](=[O:8])[CH2:9][c:10]2[cH:11][cH:12][cH:13][cH:14][cH:15]2)[cH:4][cH:5][cH:6]1>>[n:1]1[cH:2][c:3]([C:7]([CH2:9][c:10]2[cH:11][cH:12][cH:13][cH:14][cH:15]2)=[N:17][OH:18])[cH:4][cH:5][cH:6]1. Reactants: NC1=C(C(=CC=C1)OCC1=CC=CC=C1)S[C@H]([C@H](C(=O)OC)O)C1=CC=C(C=C1)OC ((+/−)-(2S,3S)-methyl 3-(2-amino-6-(benzyloxy)phenylthio)-2-hydroxy-3-(4-methoxyphenyl)propanoate), C([O-])(O)=O.[Na+] (sodium bicarbonate), O (water). The solvent is CO.O (methanol water). Run at temperature 22 celsius. Product: NC1=C(C(=CC=C1)OCC1=CC=CC=C1)S[C@H]([C@H](C(=O)O)O)C1=CC=C(C=C1)OC ((+/−)-(2S,3S)-3-(2-amino-6-(benzyloxy)phenylthio)-2-hydroxy-3-(4-methoxyphenyl)propanoic acid). RXN SMILES: [NH2:1][C:2]1[CH:7]=[CH:6][CH:5]=[C:4]([O:8][CH2:9][C:10]2[CH:15]=[CH:14][CH:13]=[CH:12][CH:11]=2)[C:3]=1[S:16][C@@H:17]([C:24]1[CH:29]=[CH:28][C:27]([O:30][CH3:31])=[CH:26][CH:25]=1)[C@@H:18]([OH:23])[C:19]([O:21]C)=[O:20].C(=O)(O)[O-].[Na+].O>CO.O>[NH2:1][C:2]1[CH:7]=[CH:6][CH:5]=[C:4]([O:8][CH2:9][C:10]2[CH:11]=[CH:12][CH:13]=[CH:14][CH:15]=2)[C:3]=1[S:16][C@@H:17]([C:24]1[CH:29]=[CH:28][C:27]([O:30][CH3:31])=[CH:26][CH:25]=1)[C@@H:18]([OH:23])[C:19]([OH:21])=[O:20] |f:1.2,4.5|. Procedure details: To a solution of 2.95 g (6.71 mmol) of (+/−)-(2S,3S)-methyl 3-(2-amino-6-(benzyloxy)phenylthio)-2-hydroxy-3-(4-methoxyphenyl)propanoate in 34 mL of 9:1 methanol/water was added 5.64 g (67.1 mmol) of sodium bicarbonate. The mixture was refluxed for 16 hours, cooled to 22° C., and 500 mL of water was added. The aqueous layer was washed with ethyl acetate (2×) and then acidified to ph 4-5 with conc. HCl. The mixture was extracted 3 times with a 7:3 ethyl acetate/methanol solution. The organic layer... The reactants are NC1=NC(=CC(=N1)N1CC2=CC(=CC=C2CC1C)C=1C=C(N(C1)C)C(=O)OCC1=CC=CC=C1)N1CCN(CC1)C (benzyl 4-{2-[2-amino-6-(4-methylpiperazin-1-yl)pyrimidin-4-yl]-3-methyl-1,2,3,4-tetrahydroisoquinolin-7-yl}-1-methyl-1H-pyrrole-2-carboxylate). The reagents and catalysts are [Pd] (Pd/C). The solvent is CO (methanol). Run at time 2 hour. Product: NC1=NC(=CC(=N1)N1CC2=CC(=CC=C2CC1C)C=1C=C(N(C1)C)C(=O)O)N1CCN(CC1)C (4-{2-[2-Amino-6-(4-methylpiperazin-1-yl)pyrimidin-4-yl]-3-methyl-1,2,3,4-tetrahydroisoquinolin-7-yl}-1-methyl-1H-pyrrole-2-carboxylic acid). Reaction SMILES: [NH2:1][C:2]1[N:7]=[C:6]([N:8]2[CH:17]([CH3:18])[CH2:16][C:15]3[C:10](=[CH:11][C:12]([C:19]4[CH:20]=[C:21]([C:25]([O:27]CC5C=CC=CC=5)=[O:26])[N:22]([CH3:24])[CH:23]=4)=[CH:13][CH:14]=3)[CH2:9]2)[CH:5]=[C:4]([N:35]2[CH2:40][CH2:39][N:38]([CH3:41])[CH2:37][CH2:36]2)[N:3]=1>CO.[Pd]>[NH2:1][C:2]1[N:7]=[C:6]([N:8]2[CH:17]([CH3:18])[CH2:16][C:15]3[C:10](=[CH:11][C:12]([C:19]4[CH:20]=[C:21]([C:25]([OH:27])=[O:26])[N:22]([CH3:24])[CH:23]=4)=[CH:13][CH:14]=3)[CH2:9]2)[CH:5]=[C:4]([N:35]2[CH2:36][CH2:37][N:38]([CH3:41])[CH2:39][CH2:40]2)[N:3]=1. Procedure details: Pd/C (25.0 mg, 10 wt. % loading dry basis, matrix activated carbon, wet support, Degussa type E101 NE/W) was added to a solution of benzyl 4-{2-[2-amino-6-(4-methylpiperazin-1-yl)pyrimidin-4-yl]-3-methyl-1,2,3,4-tetrahydroisoquinolin-7-yl}-1-methyl-1H-pyrrole-2-carboxylate (0.10 g, 0.18 mmol) in methanol (2.0 mL) and then the reaction was stirred under hydrogen (balloon) for 2 h. LCMS showed the reaction was complete. The reaction mixture was filtered. The solvent was removed under reduced press... The reactants are CC(=O)C1CCCCC1, O=C(NCC1CCCNC1)C1CCCN1C(=O)C1CC(O)CN1C(=O)CC(c1ccccc1)(c1ccccc1)c1ccccc1. The product is CC(C1CCCCC1)N1CCCC(CNC(=O)C2CCCN2C(=O)C2CC(O)CN2C(=O)CC(c2ccccc2)(c2ccccc2)c2ccccc2)C1. Reaction SMILES: [CH3:46][C:47](=[O:48])[CH:49]1[CH2:50][CH2:51][CH2:52][CH2:53][CH2:54]1.[OH:1][CH:2]1[CH2:3][CH:4]([C:29](=[O:30])[N:31]2[CH:32]([C:36](=[O:37])[NH:38][CH2:39][CH:40]3[CH2:41][NH:42][CH2:43][CH2:44][CH2:45]3)[CH2:33][CH2:34][CH2:35]2)[N:5]([C:7]([CH2:8][C:9]([c:10]2[cH:11][cH:12][cH:13][cH:14][cH:15]2)([c:16]2[cH:17][cH:18][cH:19][cH:20][cH:21]2)[c:22]2[cH:23][cH:24][cH:25][cH:26][cH:27]2)=[O:28])[CH2:6]1>>[OH:1][CH:2]1[CH2:3][CH:4]([C:29](=[O:30])[N:31]2[CH:32]([C:36](=[O:37])[NH:38][CH2:39][CH:40]3[CH2:41][N:42]([CH:47]([CH3:46])[CH:49]4[CH2:50][CH2:51][CH2:52][CH2:53][CH2:54]4)[CH2:43][CH2:44][CH2:45]3)[CH2:33][CH2:34][CH2:35]2)[N:5]([C:7]([CH2:8][C:9]([c:10]2[cH:11][cH:12][cH:13][cH:14][cH:15]2)([c:16]2[cH:17][cH:18][cH:19][cH:20][cH:21]2)[c:22]2[cH:23][cH:24][cH:25][cH:26][cH:27]2)=[O:28])[CH2:6]1. Starting materials: CON(C)C(=O)c1csc(NC(=O)OC(C)(C)C)n1, CC[Mg+], [Cl-], C1CCOC1. Product: CCC(=O)c1csc(NC(=O)OC(C)(C)C)n1. As a reaction SMILES: [C:5]([CH3:6])([CH3:7])([CH3:8])[O:9][C:10]([NH:11][c:12]1[s:13][cH:14][c:15]([C:17]([N:18]([O:19][CH3:20])[CH3:21])=[O:22])[n:16]1)=[O:23].[CH2:2]([CH3:3])[Mg+:4].[Cl-:1].[O:24]1[CH2:25][CH2:26][CH2:27][CH2:28]1>>[CH2:2]([CH3:3])[C:17]([c:15]1[cH:14][s:13][c:12]([NH:11][C:10]([O:9][C:5]([CH3:6])([CH3:7])[CH3:8])=[O:23])[n:16]1)=[O:22]. Reactants: FC=1C=C(C=CC1C(CCCC)OCOC)C(C(C)C)O (1-[3-fluoro-4-[1-(methoxymethoxy)pentyl]phenyl]-2-methylpropanol), C(C)(=O)OC(C)=O (acetic anhydride), N,N-dimethylaminopyridine, ice water. Reaction conditions: time 1 hour. The product is C(C)(=O)OC(C(C)C)C1=CC(=C(C=C1)C(CCCC)OCOC)F (1-[3-fluoro-4-[1-(methoxymethoxy)pentyl]phenyl]-2-methylpropyl acetate). Isolated yield 95.2%. Reaction SMILES: [F:1][C:2]1[CH:3]=[C:4]([CH:17]([OH:21])[CH:18]([CH3:20])[CH3:19])[CH:5]=[CH:6][C:7]=1[CH:8]([O:13][CH2:14][O:15][CH3:16])[CH2:9][CH2:10][CH2:11][CH3:12].[C:22](OC(=O)C)(=[O:24])[CH3:23]>>[C:22]([O:21][CH:17]([C:4]1[CH:5]=[CH:6][C:7]([CH:8]([O:13][CH2:14][O:15][CH3:16])[CH2:9][CH2:10][CH2:11][CH3:12])=[C:2]([F:1])[CH:3]=1)[CH:18]([CH3:20])[CH3:19])(=[O:24])[CH3:23]. Procedure: A mixture of 1-[3-fluoro-4-[1-(methoxymethoxy)pentyl]phenyl]-2-methylpropanol (104 mg), acetic anhydride (66 mg) and N,N-dimethylaminopyridine (2 mg) was stirred at room temperature for 1 hour. The mixture was poured into ice water and extracted with ethyl acetate. The organic layer was washed with water and brine, dried over magnesium sulfate and concentrated. The residue was chromatographed on silica gel column eluting with a mixture of hexane and ethyl acetate (85:15) to give 1-[3-fluoro-4-[1...